describe an organic reaction: reactants, conditions, products, and yield From a dataset of the Open Reaction Database (ORD), a public repository of structured organic reaction records. The reactants are CC(C)CN, CCO, Cc1nc2ncnn2c(Cl)c1CCCl, [Na+], [Na+], O=C([O-])[O-]. Product: Cc1nc2ncnn2c2c1CCN2CC(C)C. As a reaction SMILES: [CH2:15]([CH:16]([CH3:17])[CH3:18])[NH2:19].[CH3:26][CH2:27][OH:28].[Cl:1][c:2]1[c:3]([CH2:12][CH2:13][Cl:14])[c:4]([CH3:11])[n:5][c:6]2[n:7]1[n:8][cH:9][n:10]2.[Na+:20].[Na+:21].[O-:22][C:23](=[O:24])[O-:25]>>[c:2]12[c:3]([c:4]([CH3:11])[n:5][c:6]3[n:7]1[n:8][cH:9][n:10]3)[CH2:12][CH2:13][N:19]2[CH2:15][CH:16]([CH3:17])[CH3:18]. The reactants are Nc1cc(F)cc(Br)c1, O=C(C=Cc1ccccc1)Nc1cccc(Br)c1, O=C(Cl)C=Cc1ccccc1, Cc1cccc(C)n1. The product is O=C(C=Cc1ccccc1)Nc1cc(F)cc(Br)c1. Reaction SMILES: [Br:1][c:2]1[cH:3][c:4]([NH2:5])[cH:6][c:7]([F:9])[cH:8]1.[Br:29][c:30]1[cH:31][c:32]([NH:33][C:34](=[O:35])[CH:36]=[CH:37][c:38]2[cH:39][cH:40][cH:41][cH:42][cH:43]2)[cH:44][cH:45][cH:46]1.[C:10]([CH:11]=[CH:12][c:13]1[cH:14][cH:15][cH:16][cH:17][cH:18]1)(=[O:19])[Cl:20].[n:21]1[c:22]([CH3:23])[cH:24][cH:25][cH:26][c:27]1[CH3:28]>>[Br:1][c:2]1[cH:3][c:4]([NH:5][C:10]([CH:11]=[CH:12][c:13]2[cH:14][cH:15][cH:16][cH:17][cH:18]2)=[O:19])[cH:6][c:7]([F:9])[cH:8]1. The reactants are O=C([O-])[O-], Cc1cc(I)ccc1OCc1ccccc1, CN(C)CC(=O)O, CCOC(C)=O, CS(C)=O, I[Cu]I, FC(F)(F)c1cn[nH]c1, [K+], [K+], N. Yields the product Cc1cc(-n2cc(C(F)(F)F)cn2)ccc1OCc1ccccc1. As a reaction SMILES: [C:33](=[O:34])([O-:35])[O-:36].[CH2:1]([c:2]1[cH:3][cH:4][cH:5][cH:6][cH:7]1)[O:8][c:9]1[c:10]([CH3:16])[cH:11][c:12]([I:15])[cH:13][cH:14]1.[CH3:26][N:27]([CH3:28])[CH2:29][C:30]([OH:31])=[O:32].[CH3:40][CH2:41][O:42][C:43](=[O:44])[CH3:45].[CH3:49][S:50]([CH3:51])=[O:52].[Cu:46]([I:47])[I:48].[F:17][C:18]([c:19]1[cH:20][n:21][nH:22][cH:23]1)([F:24])[F:25].[K+:37].[K+:38].[NH3:39]>>[CH2:1]([c:2]1[cH:3][cH:4][cH:5][cH:6][cH:7]1)[O:8][c:9]1[c:10]([CH3:16])[cH:11][c:12](-[n:21]2[cH:20][c:19]([C:18]([F:17])([F:24])[F:25])[cH:23][n:22]2)[cH:13][cH:14]1. Reactants: [Br-], O=C1CCC(=O)N1Br, C1CCOC1, C[Mg+], CSC, ClCCl, [Cu]Br, O=C(C=Cc1ccc(C(F)(F)F)cc1)N1C(=O)OCC1c1ccccc1. The product is CC(c1ccc(C(F)(F)F)cc1)C(Br)C(=O)N1C(=O)OCC1c1ccccc1. RXN SMILES: [Br-:1].[Br:30][N:31]1[C:32](=[O:33])[CH2:34][CH2:35][C:36]1=[O:37].[CH2:38]1[O:39][CH2:40][CH2:41][CH2:42]1.[CH3:2][Mg+:3].[CH3:46][S:47][CH3:48].[Cl:43][CH2:44][Cl:45].[Cu:49][Br:50].[c:4]1([CH:10]2[N:11]([C:16]([CH:17]=[CH:18][c:19]3[cH:20][cH:21][c:22]([C:25]([F:26])([F:27])[F:28])[cH:23][cH:24]3)=[O:29])[C:12](=[O:15])[O:13][CH2:14]2)[cH:5][cH:6][cH:7][cH:8][cH:9]1>>[Br:1][CH:17]([C:16]([N:11]1[CH:10]([c:4]2[cH:5][cH:6][cH:7][cH:8][cH:9]2)[CH2:14][O:13][C:12]1=[O:15])=[O:29])[CH:18]([CH3:2])[c:19]1[cH:20][cH:21][c:22]([C:25]([F:26])([F:27])[F:28])[cH:23][cH:24]1. Procedure details: Prepared analogously to Example 1 from 9-(4-bromo-butyl)-9H-fluorene-9-carboxylic acid-(2,2,2-trifluoro-ethyl)-amide and 2-(trans-2,5-dimethyl-piperazin-1-yl)-quinoline. Reactants: FC(CNC(=O)C1(C2=CC=CC=C2C=2C=CC=CC12)CCCCBr)(F)F (9-(4-bromo-butyl)-9H-fluorene-9-carboxylic acid-(2,2,2-trifluoro-ethyl)-amide), C[C@@H]1N(C[C@H](NC1)C)C1=NC2=CC=CC=C2C=C1 (2-(trans-2,5-dimethyl-piperazin-1-yl)-quinoline). Yields the product FC(CNC(=O)C1(C2=CC=CC=C2C=2C=CC=CC12)CCCCN1[C@H](CN([C@@H](C1)C)C1=NC2=CC=CC=C2C=C1)C)(F)F (9-[4-(trans-2,5-dimethyl-4-quinolin-2-yl-piperazin-1-yl)-butyl]-9H-fluorene-9-carboxylic acid-(2,2,2-trifluoro-ethyl)-amide). RXN SMILES: [F:1][C:2]([F:26])([F:25])[CH2:3][NH:4][C:5]([C:7]1([CH2:20][CH2:21][CH2:22][CH2:23]Br)[C:19]2[CH:18]=[CH:17][CH:16]=[CH:15][C:14]=2[C:13]2[C:8]1=[CH:9][CH:10]=[CH:11][CH:12]=2)=[O:6].[CH3:27][C@H:28]1[CH2:33][NH:32][C@H:31]([CH3:34])[CH2:30][N:29]1[C:35]1[CH:44]=[CH:43][C:42]2[C:37](=[CH:38][CH:39]=[CH:40][CH:41]=2)[N:36]=1>>[F:1][C:2]([F:26])([F:25])[CH2:3][NH:4][C:5]([C:7]1([CH2:20][CH2:21][CH2:22][CH2:23][N:32]2[CH2:33][C@@H:28]([CH3:27])[N:29]([C:35]3[CH:44]=[CH:43][C:42]4[C:37](=[CH:38][CH:39]=[CH:40][CH:41]=4)[N:36]=3)[CH2:30][C@@H:31]2[CH3:34])[C:19]2[CH:18]=[CH:17][CH:16]=[CH:15][C:14]=2[C:13]2[C:8]1=[CH:9][CH:10]=[CH:11][CH:12]=2)=[O:6]. Starting materials: BrC1=CC=C(CN2CCOCC2)C=C1 (4-(4-Bromo-benzyl)-morpholine), C1(=CC=CC=C1)C (toluene), FC(C1=C(C=CC=C1)B(O)O)(F)F (2-(Trifluoromethyl)phenyl boronic acid), C([O-])([O-])=O.[Na+].[Na+] (sodium carbonate). Reagents/catalysts: C=1C=CC(=CC1)[P](C=2C=CC=CC2)(C=3C=CC=CC3)[Pd]([P](C=4C=CC=CC4)(C=5C=CC=CC5)C=6C=CC=CC6)([P](C=7C=CC=CC7)(C=8C=CC=CC8)C=9C=CC=CC9)[P](C=1C=CC=CC1)(C=1C=CC=CC1)C=1C=CC=CC1 (tetrakis(triphenylphosphine)palladium(0)). The solvent is C(C)O (ethanol). Conditions: temperature 120 celsius. Yields the product FC(C1=C(C=CC=C1)C1=CC=C(C=C1)CN1CCOCC1)(F)F (4-(2′-Trifluoromethyl-biphenyl-4-ylmethyl)-morpholine). Yield: 19.6%. RXN SMILES: Br[C:2]1[CH:14]=[CH:13][C:5]([CH2:6][N:7]2[CH2:12][CH2:11][O:10][CH2:9][CH2:8]2)=[CH:4][CH:3]=1.[F:15][C:16]([F:27])([F:26])[C:17]1[CH:22]=[CH:21][CH:20]=[CH:19][C:18]=1B(O)O.C(=O)([O-])[O-].[Na+].[Na+].C1(C)C=CC=CC=1>C1C=CC([P]([Pd]([P](C2C=CC=CC=2)(C2C=CC=CC=2)C2C=CC=CC=2)([P](C2C=CC=CC=2)(C2C=CC=CC=2)C2C=CC=CC=2)[P](C2C=CC=CC=2)(C2C=CC=CC=2)C2C=CC=CC=2)(C2C=CC=CC=2)C2C=CC=CC=2)=CC=1.C(O)C>[F:15][C:16]([F:27])([F:26])[C:17]1[CH:22]=[CH:21][CH:20]=[CH:19][C:18]=1[C:2]1[CH:14]=[CH:13][C:5]([CH2:6][N:7]2[CH2:12][CH2:11][O:10][CH2:9][CH2:8]2)=[CH:4][CH:3]=1 |f:2.3.4,^1:44,46,65,84|. Reported procedure: 100 mg of 4-(4-Bromo-benzyl)-morpholine was combined with 111 mg of 2-(Trifluoromethyl)phenyl boronic acid, 23 mg of tetrakis(triphenylphosphine)palladium(0), 1.3 mL of 2M sodium carbonate solution, 3.6 mL toluene and 1.7 mL ethanol. The reaction mixture was heated in a sealed tube at 120° C. overnight in an oil bath. The reaction mixture was filtered through Celite and concentrated in vacuo. The residue was purified by flash chromatography using flash chromatography followed by reverse phase HP... Starting materials: [N+](=O)([O-])C1=CC=C(C=C1)C1=CSC=2NC(C(=C(C21)O)C#N)=O (3-(4-nitrophenyl)-4-hydroxy-6-oxo-6,7-dihydrothieno[2,3-b]pyridine-5-carbonitrile), [Cl-].[NH4+] (ammonium chloride), O (water). Reagents/catalysts: [Fe] (iron). Run in C(C)O (ethanol). The product is NC1=CC=C(C=C1)C1=CSC=2NC(C(=C(C21)O)C#N)=O (3-(4-aminophenyl)-4-hydroxy-6-oxo-6,7-dihydrothieno[2,3-b]pyridine-5-carbonitrile). As a reaction SMILES: [N+:1]([C:4]1[CH:9]=[CH:8][C:7]([C:10]2[C:18]3[C:17]([OH:19])=[C:16]([C:20]#[N:21])[C:15](=[O:22])[NH:14][C:13]=3[S:12][CH:11]=2)=[CH:6][CH:5]=1)([O-])=O.[Cl-].[NH4+].O>C(O)C.[Fe]>[NH2:1][C:4]1[CH:5]=[CH:6][C:7]([C:10]2[C:18]3[C:17]([OH:19])=[C:16]([C:20]#[N:21])[C:15](=[O:22])[NH:14][C:13]=3[S:12][CH:11]=2)=[CH:8][CH:9]=1 |f:1.2|. Procedure: To a stirred suspension of 3-(4-nitrophenyl)-4-hydroxy-6-oxo-6,7-dihydrothieno[2,3-b]pyridine-5-carbonitrile (0.054 g, 0.173 mmol) and ammonium chloride (0.007 g, 0.138 mmol) in ethanol: water mixture (2:1, 24 mL) was added iron powder (0.097 g, 1.73 mmol) in a single portion. The reaction mixture was heated at reflux for 16 hours, cooled to room temperature, filtered and the filtrate concentrated under reduced pressure. The residue was taken up in DMSO/MeOH and purified by RP-HPLC. MS (ESI) m/e... The reactants are NC1=CC=C(C=C1)N1C2=C(NC(CC1=O)=O)C1=CC=CC=C1C=C2 (5-(4-Aminophenyl)-1H-naphtho[1,2-b][1,4]diazepine-2,4(3H,5H)-dione), N1=CC(=CC=C1)S(=O)(=O)Cl (3-pyridinesulfonyl chloride). Solvent: N1=CC=CC=C1 (pyridine). The product is O=C1CC(N(C2=C(N1)C1=CC=CC=C1C=C2)C2=CC=C(C=C2)NS(=O)(=O)C=2C=NC=CC2)=O (N-[4-(2,4-dioxo-1,2,3,4-tetrahydronaphtho[1,2-b][1,4]diazepin-5-yl)phenyl]-3-pyridinesulfonamide). The yield is 91.8%. Reaction SMILES: [NH2:1][C:2]1[CH:7]=[CH:6][C:5]([N:8]2[C:14](=[O:15])[CH2:13][C:12](=[O:16])[NH:11][C:10]3[C:17]4[C:22]([CH:23]=[CH:24][C:9]2=3)=[CH:21][CH:20]=[CH:19][CH:18]=4)=[CH:4][CH:3]=1.[N:25]1[CH:30]=[CH:29][CH:28]=[C:27]([S:31](Cl)(=[O:33])=[O:32])[CH:26]=1>N1C=CC=CC=1>[O:16]=[C:12]1[NH:11][C:10]2[C:17]3[C:22]([CH:23]=[CH:24][C:9]=2[N:8]([C:5]2[CH:6]=[CH:7][C:2]([NH:1][S:31]([C:27]4[CH:26]=[N:25][CH:30]=[CH:29][CH:28]=4)(=[O:33])=[O:32])=[CH:3][CH:4]=2)[C:14](=[O:15])[CH2:13]1)=[CH:21][CH:20]=[CH:19][CH:18]=3. Procedure: 5-(4-Aminophenyl)-1H-naphtho[1,2-b][1,4]diazepine-2,4(3H,5H)-dione (30 mg, 0.095 mmol) obtained in Example 1, (3), and 3-pyridinesulfonyl chloride (20 mg, 0.11 mmol) were treated by heating in pyridine (3 mL). A post-treatment was performed in a conventional manner to give N-[4-(2,4-dioxo-1,2,3,4-tetrahydronaphtho[1,2-b][1,4]diazepin-5-yl)phenyl]-3-pyridinesulfonamide (40 mg).